From a dataset of the Open Reaction Database (ORD), a public repository of structured organic reaction records. describe an organic reaction: reactants, conditions, products, and yield Starting materials: FC(C(=O)O)(F)F (Trifluoroacetic acid), COCOC[C@]1(CN2C(O1)=NC(=C2)[N+](=O)[O-])C ((R)-2-methoxymethoxymethyl-2-methyl-6-nitro-2,3-dihydroimidazo[2,1-b]oxazole). The solvent is C(Cl)Cl (methylene chloride). Reaction conditions: time 25 hour. Yields the product OC[C@]1(CN2C(O1)=NC(=C2)[N+](=O)[O-])C ((R)-2-hydroxymethyl-2-methyl-6-nitro-2,3-dihydroimidazo[2,1-b]oxazole). The yield is 46.3%. Reaction SMILES: FC(F)(F)C(O)=O.COC[O:11][CH2:12][C@:13]1([CH3:24])[O:17][C:16]2=[N:18][C:19]([N+:21]([O-:23])=[O:22])=[CH:20][N:15]2[CH2:14]1>C(Cl)Cl>[OH:11][CH2:12][C@:13]1([CH3:24])[O:17][C:16]2=[N:18][C:19]([N+:21]([O-:23])=[O:22])=[CH:20][N:15]2[CH2:14]1. Procedure: Trifluoroacetic acid (15 ml) was added to a solution of (R)-2-methoxymethoxymethyl-2-methyl-6-nitro-2,3-dihydroimidazo[2,1-b]oxazole prepared in Example 28 (3.1 g, 13 mmol) in methylene chloride (30 ml) followed by stirring at room temperature for 25 hours. The reaction mixture was concentrated under reduced pressure. Methanol was added to the solution, and the resulting mixture was concentrated under reduced pressure. To the residue, 2-propanol was added, and the precipitates were filtered off ...